The task is: describe an organic reaction: reactants, conditions, products, and yield. This data is from the Open Reaction Database (ORD), a public repository of structured organic reaction records. Reactants: BrC1=CC=C(C=N1)N (6-Bromo-pyridin-3-ylamine), C(C)(=O)O (acetic acid), BrBr (Bromine), C(C)(=O)O (acetic acid), [S-]C#N.[K+] (Potassium thiocyanate), C(C)(=O)O (acetic acid). Reaction conditions: temperature 0 celsius. Product: COC1=CC=C2C(=N1)SC(=N2)N (5-methoxy-thiazolo[5,4-b]pyridin-2-ylamine). RXN SMILES: [S-:1][C:2]#[N:3].[K+].Br[C:6]1[N:11]=[CH:10][C:9]([NH2:12])=[CH:8][CH:7]=1.BrBr.[C:15](O)(=[O:17])C>>[CH3:15][O:17][C:6]1[N:11]=[C:10]2[S:1][C:2]([NH2:3])=[N:12][C:9]2=[CH:8][CH:7]=1 |f:0.1|. Reported procedure: Potassium thiocyanate (156 g, 1600 mmol) is dissolved in acetic acid (1400 mL) and cooled to 0° C. 6-Bromo-pyridin-3-ylamine (50 g, 400 mmol) is dissolved in acetic acid (100 mL) and added dropwise over 10 min. Bromine (25 mL, 480 mmol) is dissolved in acetic acid (100 mL) and added dropwise over 10 min. The reaction is allowed to stir and warm to RT overnight. Acetic acid is removed via concentration. The resulting residue is poured into water (1 L) and adjusted to pH=7 with 1 N sodium hydroxid... The reactants are CCOC(C)=O, C1CCOC1, COC(=O)c1ccc(C(C)NC(=O)c2cccc3ccn(CC4CCN(C(=O)OC(C)(C)C)CC4)c23)cc1, Cl. The product is COC(=O)c1ccc(C(C)NC(=O)c2cccc3ccn(CC4CCNCC4)c23)cc1, Cl. As a reaction SMILES: [C:39]([O:40][CH2:41][CH3:42])(=[O:43])[CH3:44].[CH2:46]1[O:47][CH2:48][CH2:49][CH2:50]1.[CH3:1][O:2][C:3](=[O:4])[c:5]1[cH:6][cH:7][c:8]([CH:11]([CH3:12])[NH:13][C:14](=[O:15])[c:16]2[cH:17][cH:18][cH:19][c:20]3[cH:21][cH:22][n:23]([CH2:25][CH:26]4[CH2:27][CH2:28][N:29]([C:32]([O:33][C:34]([CH3:35])([CH3:36])[CH3:37])=[O:38])[CH2:30][CH2:31]4)[c:24]23)[cH:9][cH:10]1.[ClH:45]>>[CH3:1][O:2][C:3](=[O:4])[c:5]1[cH:6][cH:7][c:8]([CH:11]([CH3:12])[NH:13][C:14](=[O:15])[c:16]2[cH:17][cH:18][cH:19][c:20]3[cH:21][cH:22][n:23]([CH2:25][CH:26]4[CH2:27][CH2:28][NH:29][CH2:30][CH2:31]4)[c:24]23)[cH:9][cH:10]1.[ClH:45]. The product is CS(=O)(=O)OCCOCCC1=CC=CC=C1 (2-(2-phenylethoxy)ethyl methanesulfonate). Run at time 0.5 hour. Isolated yield 85.0%. Procedure: The 2-(2-phenylethoxy)ethanol obtained according to the preceding paragraph was dissolved in 100 ml of pyridine. The solution was treated with 4.48 g of methanesulfonyl chloride and the mixture was stirred at room temperature for 0.5 hour. The solvent was removed by evaporation and the residue was partitioned between ethyl acetate and 2N hydrochloric acid. The organic phase was washed with water, dried over sodium sulfate, filtered and evaporated to give 8.1 g (85%) of 2-(2-phenylethoxy)ethyl me... Reaction SMILES: [C:1]1([CH2:7][CH2:8][O:9][CH2:10][CH2:11][OH:12])[CH:6]=[CH:5][CH:4]=[CH:3][CH:2]=1.[CH3:13][S:14](Cl)(=[O:16])=[O:15]>N1C=CC=CC=1>[CH3:13][S:14]([O:12][CH2:11][CH2:10][O:9][CH2:8][CH2:7][C:1]1[CH:6]=[CH:5][CH:4]=[CH:3][CH:2]=1)(=[O:16])=[O:15]. Reactants: C1(=CC=CC=C1)CCOCCO (2-(2-phenylethoxy)ethanol), CS(=O)(=O)Cl (methanesulfonyl chloride). Solvent: N1=CC=CC=C1 (pyridine).